Task: describe an organic reaction: reactants, conditions, products, and yield. Dataset: the Open Reaction Database (ORD), a public repository of structured organic reaction records Reactants: [Br-], [Br-], [Br-], CCCC[N+](CCCC)(CCCC)CCCC, CCCC[N+](CCCC)(CCCC)CCCC, CCCC[N+](CCCC)(CCCC)CCCC, CC(C)c1ccccc1N. Product: CC(C)c1cc(Br)ccc1N. RXN SMILES: [Br-:1].[Br-:2].[Br-:3].[CH2:21]([N+:22]([CH2:23][CH2:24][CH2:25][CH3:26])([CH2:27][CH2:28][CH2:29][CH3:30])[CH2:31][CH2:32][CH2:33][CH3:34])[CH2:35][CH2:36][CH3:37].[CH2:38]([N+:39]([CH2:40][CH2:41][CH2:42][CH3:43])([CH2:44][CH2:45][CH2:46][CH3:47])[CH2:48][CH2:49][CH2:50][CH3:51])[CH2:52][CH2:53][CH3:54].[CH2:4]([N+:5]([CH2:6][CH2:7][CH2:8][CH3:9])([CH2:10][CH2:11][CH2:12][CH3:13])[CH2:14][CH2:15][CH2:16][CH3:17])[CH2:18][CH2:19][CH3:20].[CH:55]([CH3:56])([CH3:57])[c:58]1[c:59]([NH2:60])[cH:61][cH:62][cH:63][cH:64]1>>[Br:1][c:63]1[cH:62][cH:61][c:59]([NH2:60])[c:58]([CH:55]([CH3:56])[CH3:57])[cH:64]1.